This data is from the Open Reaction Database (ORD), a public repository of structured organic reaction records. The task is: describe an organic reaction: reactants, conditions, products, and yield Reactants: C1(CC1)NC(=O)C=1C=C(C(=CC1)C)C1=CC=C(C=C1)C(=O)NN (N-Cyclopropyl-4′-(hydrazinocarbonyl)-6-methyl-1,1′-biphenyl-3-carboxamide), C1(CC1)NC(=O)C=1C=C(C(=CC1)C)C1=CC=C(C=C1)C(=O)NN (N-Cyclopropyl-4′-(hydrazinocarbonyl)-6-methyl-1,1′-biphenyl-3-carboxamide), ClCC(OCC)(OCC)OCC (2-chloro-1,1,1-triethoxyethane). Product: ClCC1=NN=C(O1)C1=CC=C(C=C1)C1=CC(=CC=C1C)C(=O)NC1CC1 (4′-[5-(chloromethyl)-1,3,4-oxadiazol-2-yl]-N-cyclopropyl-6-methyl-1,1′-biphenyl-3-carboxamide). RXN SMILES: [CH:1]1([NH:4][C:5]([C:7]2[CH:8]=[C:9]([C:14]3[CH:19]=[CH:18][C:17]([C:20]([NH:22][NH2:23])=[O:21])=[CH:16][CH:15]=3)[C:10]([CH3:13])=[CH:11][CH:12]=2)=[O:6])[CH2:3][CH2:2]1.[Cl:24][CH2:25][C:26](OCC)(OCC)OCC>>[Cl:24][CH2:25][C:26]1[O:21][C:20]([C:17]2[CH:18]=[CH:19][C:14]([C:9]3[C:10]([CH3:13])=[CH:11][CH:12]=[C:7]([C:5]([NH:4][CH:1]4[CH2:3][CH2:2]4)=[O:6])[CH:8]=3)=[CH:15][CH:16]=2)=[N:22][N:23]=1. Procedure: N-Cyclopropyl-4′-(hydrazinocarbonyl)-6-methyl-1,1′-biphenyl-3-carboxamide (Intermediate 40) (150 mg) in 2-chloro-1,1,1-triethoxyethane (5 ml) was heated at 150° C. for 18 hours. The reaction was applied to a biotage cartridge (silica, 90 g) and eluted with an ethyl acetate/cyclohexane gradient. The product fractions were reduced to dryness under vacuum to give 4′-[5-(chloromethyl)-1,3,4-oxadiazol-2-yl]-N-cyclopropyl-6-methyl-1,1′-biphenyl-3-carboxamide. Reactants: CC=1N=C2N(C(C1C1=CC=C(C#N)C=C1)=O)C=CS2 (4-(7-Methyl-5-oxo-5H-[1,3]thiazolo[3,2-a]pyrimidin-6-yl)benzonitrile), C(C)OCCOC1=C(C=O)C=CC=C1OC (2-(2-ethoxyethoxy)-3-methoxy-benzaldehyde), [O-]CC.[Na+] (sodium ethoxide). The product is C(C)OCCOC1=C(C=CC=C1OC)/C=C/C=1N=C2N(C(C1C1=CC=C(C#N)C=C1)=O)C=CS2 (4-{7-[(E)-2-(2-Ethoxyethoxy-3-methoxyphenyl]-1-ethenyl}-5-oxo-5H-[1,3]thiazolo[3,2-a]pyrimidin-6-yl}benzonitrile). The yield is 39.0%. As a reaction SMILES: [CH3:1][C:2]1[N:3]=[C:4]2[S:19][CH:18]=[CH:17][N:5]2[C:6](=[O:16])[C:7]=1[C:8]1[CH:15]=[CH:14][C:11]([C:12]#[N:13])=[CH:10][CH:9]=1.[CH2:20]([O:22][CH2:23][CH2:24][O:25][C:26]1[C:33]([O:34][CH3:35])=[CH:32][CH:31]=[CH:30][C:27]=1[CH:28]=O)[CH3:21].[O-]CC.[Na+]>>[CH2:20]([O:22][CH2:23][CH2:24][O:25][C:26]1[C:33]([O:34][CH3:35])=[CH:32][CH:31]=[CH:30][C:27]=1/[CH:28]=[CH:1]/[C:2]1[N:3]=[C:4]2[S:19][CH:18]=[CH:17][N:5]2[C:6](=[O:16])[C:7]=1[C:8]1[CH:9]=[CH:10][C:11]([C:12]#[N:13])=[CH:14][CH:15]=1)[CH3:21] |f:2.3|. Procedure details: The title compound was prepared by condensation of Intermediate 4 (335 mg, 1.252 mmol) with 2-(2-ethoxyethoxy)-3-methoxy-benzaldehyde (339 mg, 1.753 mmol) in presence of sodium ethoxide (170 mg, 2.506 mmol) according to the procedure described in Example 9 to yield 231 mg of the desired product as a light yellow solid; 1H NMR (300 MHz, DMSO-d6) δ 1.16 (t, J=6.6 Hz, 3H), 3.45-3.52 (m, 4H), 3.78 (s, 3H), 4.00-4.08 (m, 2H), 6.78 (d, J=15.6 Hz, 1H), 6.94-7.01 (m, 3H), 7.50-7.58 (m, 3H), 7.92 (d, J=7...